This data is from the Open Reaction Database (ORD), a public repository of structured organic reaction records. The task is: describe an organic reaction: reactants, conditions, products, and yield Starting materials: Cl.C(C)(=O)OCC (hydrochloric acid ethyl acetate), C(C)(C)(C)OC(=O)NCC=1C=C(OC2=C(C=CC(=C2)Cl)N(C(C2=CC=C(C=C2)C2=CC=CC=C2)=O)CCNC(CC(C)C2=CC=CC=C2)=O)C=CC1 (N-[2-[3-(tert-butoxycarbonylaminomethyl)phenoxy]-4-chlorophenyl]-N-[2-(3-phenylbutyryl)aminoethyl]-4-phenylbenzamide). As a reaction SMILES: Cl.C(OCC)(=O)C.C(OC([NH:15][CH2:16][C:17]1[CH:18]=[C:19]([CH:57]=[CH:58][CH:59]=1)[O:20][C:21]1[CH:26]=[C:25]([Cl:27])[CH:24]=[CH:23][C:22]=1[N:28]([CH2:43][CH2:44][NH:45][C:46](=[O:56])[CH2:47][CH:48]([C:50]1[CH:55]=[CH:54][CH:53]=[CH:52][CH:51]=1)[CH3:49])[C:29](=[O:42])[C:30]1[CH:35]=[CH:34][C:33]([C:36]2[CH:41]=[CH:40][CH:39]=[CH:38][CH:37]=2)=[CH:32][CH:31]=1)=O)(C)(C)C>>[ClH:27].[NH2:15][CH2:16][C:17]1[CH:18]=[C:19]([CH:57]=[CH:58][CH:59]=1)[O:20][C:21]1[CH:26]=[C:25]([Cl:27])[CH:24]=[CH:23][C:22]=1[N:28]([CH2:43][CH2:44][NH:45][C:46](=[O:56])[CH2:47][CH:48]([C:50]1[CH:51]=[CH:52][CH:53]=[CH:54][CH:55]=1)[CH3:49])[C:29](=[O:42])[C:30]1[CH:31]=[CH:32][C:33]([C:36]2[CH:41]=[CH:40][CH:39]=[CH:38][CH:37]=2)=[CH:34][CH:35]=1 |f:0.1,3.4|. Yields the product Cl.NCC=1C=C(OC2=C(C=CC(=C2)Cl)N(C(C2=CC=C(C=C2)C2=CC=CC=C2)=O)CCNC(CC(C)C2=CC=CC=C2)=O)C=CC1 (N-[2-[3-(aminomethyl)phenoxy]-4-chlorophenyl]-N-[2-(3-phenylbutyryl)aminoethyl]-4-phenylbenzamide hydrochloride). Yield: 189.9%. Reported procedure: A 2 N hydrochloric acid/ethyl acetate solution (4 ml) of N-[2-[3-(tert-butoxycarbonylaminomethyl)phenoxy]-4-chlorophenyl]-N-[2-(3-phenylbutyryl)aminoethyl]-4-phenylbenzamide (0.1 g, 0.14 mmols) was stirred at room temperature for 1 hour. The reaction mixture was concentrated under reduced pressure. The solid precipitated was taken out through filtration, and washed with ethyl ether to give an amorphous solid of N-[2-[3-(aminomethyl)phenoxy]-4-chlorophenyl]-N-[2-(3-phenylbutyryl)aminoethyl]-4-phe...